This data is from the Open Reaction Database (ORD), a public repository of structured organic reaction records. The task is: describe an organic reaction: reactants, conditions, products, and yield Reactants: C(C)(C)N1C(C(=CC2=CC=CC=C12)C(=O)OCC)=O (ethyl 1-isopropyl-2(1H)-quinolone-3-carboxylate), [OH-].[Na+] (sodium hydroxide), C(C)O (ethanol). Solvent: O (water). Run at time 8 hour. Product: C(C)(C)N1C(C(=CC2=CC=CC=C12)C(=O)O)=O (1-isopropyl-2(1H)-quinolone-3-carboxylic acid). Isolated yield 88.3%. RXN SMILES: [CH:1]([N:4]1[C:13]2[C:8](=[CH:9][CH:10]=[CH:11][CH:12]=2)[CH:7]=[C:6]([C:14]([O:16]CC)=[O:15])[C:5]1=[O:19])([CH3:3])[CH3:2].[OH-].[Na+].C(O)C>O>[CH:1]([N:4]1[C:13]2[C:8](=[CH:9][CH:10]=[CH:11][CH:12]=2)[CH:7]=[C:6]([C:14]([OH:16])=[O:15])[C:5]1=[O:19])([CH3:3])[CH3:2] |f:1.2|. Procedure details: A solution of 1.55 g of ethyl 1-isopropyl-2(1H)-quinolone-3-carboxylate and 0.28 g of sodium hydroxide in a solvent mixture of 10 ml of ethanol and 2 ml of water was stirred at room temperature overnight. The solvent was evaporated under reduced pressure, and after addition of dil. hydrochloric acid, the precipitated solid was collected by filtration, washed with water and dried to give 1.22 g of 1-isopropyl-2(1H)-quinolone-3-carboxylic acid. m.p. 168°-169° C. (ethyl acetate)